This data is from the Open Reaction Database (ORD), a public repository of structured organic reaction records. The task is: describe an organic reaction: reactants, conditions, products, and yield The reactants are CC(=O)O, Cl, Cl, CCOC(=O)C(CCCCCCCN)NC1COc2ccccc2N(CC(=O)O)C1=O, [Na+], [OH-]. Product: NCCCCCCCC(NC1COc2ccccc2N(CC(=O)O)C1=O)C(=O)O. RXN SMILES: [CH3:34][C:35](=[O:36])[OH:37].[ClH:1].[ClH:2].[NH2:3][CH2:4][CH2:5][CH2:6][CH2:7][CH2:8][CH2:9][CH2:10][CH:11]([C:12](=[O:13])[O:14][CH2:15][CH3:16])[NH:17][CH:18]1[CH2:19][O:20][c:21]2[c:22]([cH:30][cH:31][cH:32][cH:33]2)[N:23]([CH2:26][C:27](=[O:28])[OH:29])[C:24]1=[O:25].[Na+:39].[OH-:38]>>[NH2:3][CH2:4][CH2:5][CH2:6][CH2:7][CH2:8][CH2:9][CH2:10][CH:11]([C:12](=[O:13])[OH:14])[NH:17][CH:18]1[CH2:19][O:20][c:21]2[c:22]([cH:30][cH:31][cH:32][cH:33]2)[N:23]([CH2:26][C:27](=[O:28])[OH:29])[C:24]1=[O:25]. Starting materials: [Al+3], CCOC(=O)c1cc2cc(Br)ccc2o1, C1CCOC1, [H-], [H-], [H-], [H-], [Li+], [Na+], [OH-], O. Yields the product OCc1cc2cc(Br)ccc2o1. As a reaction SMILES: [Al+3:2].[Br:7][c:8]1[cH:9][cH:10][c:11]2[c:12]([cH:13][c:14]([C:16](=[O:17])[O:18][CH2:19][CH3:20])[o:15]2)[cH:21]1.[CH2:25]1[O:26][CH2:27][CH2:28][CH2:29]1.[H-:1].[H-:4].[H-:5].[H-:6].[Li+:3].[Na+:24].[OH-:23].[OH2:22]>>[Br:7][c:8]1[cH:9][cH:10][c:11]2[c:12]([cH:13][c:14]([CH2:16][OH:17])[o:15]2)[cH:21]1. Reactants: C(CCC)[Li] (n-Butyllithium), solution, CC1(N(C(CCC1)(C)C)[Li])C (2,2,6,6-tetramethylpiperidinyllithium), [H-].[Al+3].[Li+].[H-].[H-].[H-] (lithium aluminum hydride), CC1(NC(CCC1)(C)C)C (2,2,6,6-tetramethylpiperidine), C(C(=C)C)(=O)OC (methyl methacrylate). The solvent is CCCCCC (hexane), O (water), O1CCCC1 (tetrahydrofuran). Conditions: time 15 minute. Product: CC1C(N(CCC1)C)(C)C (tetramethylpiperidine). Isolated yield 88.0%. As a reaction SMILES: [H-].[Al+3].[Li+].[H-].[H-].[H-].C[C:8]1(C)[CH2:13][CH2:12]C[C:10](C)(C)[NH:9]1.[CH2:17]([Li])[CH2:18][CH2:19][CH3:20].[CH3:22]C1(C)CCCC(C)(C)N1[Li].C(OC)(=O)C(C)=C>CCCCCC.O.O1CCCC1>[CH3:17][CH:18]1[CH2:12][CH2:13][CH2:8][N:9]([CH3:10])[C:19]1([CH3:20])[CH3:22] |f:0.1.2.3.4.5|. Procedure: An oven-dried, 3-neck, 250-mL flask equipped with mechanical stirrer, rubber septum inlet, thermometer, and an argon atmosphere was charged with tetrahydrofuran (THF) (100 mL, freshly distilled from lithium aluminum hydride) and 2,2,6,6-tetramethylpiperidine (1.69 mL, 0.01 mol, distilled from NaOH and stored over molecular sieves under argon). n-Butyllithium (6.25 mL of a 1.6M solution in hexane, 0.01 mol) was added to the solution at 23°-27°; the resulting solution was stirred 15 min and then c...